This data is from the Open Reaction Database (ORD), a public repository of structured organic reaction records. The task is: describe an organic reaction: reactants, conditions, products, and yield Reactants: NC1=C(C(=O)N)C=C(C=C1)N(C)C (2-Amino-5-(N,N-dimethylamino)benzamide), CC1CCNCC1 (4-methylpiperidine). Product: NC1=C(C(=O)N)C=C(C=C1)N1CCC(CC1)C (2-Amino-5-(4-methylpiperidinyl)benzamide). As a reaction SMILES: [NH2:1][C:2]1[CH:10]=[CH:9][C:8]([N:11]([CH3:13])[CH3:12])=[CH:7][C:3]=1[C:4]([NH2:6])=[O:5].[CH3:14][CH:15]1[CH2:20]CNC[CH2:16]1>>[NH2:1][C:2]1[CH:10]=[CH:9][C:8]([N:11]2[CH2:13][CH2:16][CH:15]([CH3:20])[CH2:14][CH2:12]2)=[CH:7][C:3]=1[C:4]([NH2:6])=[O:5]. Reported procedure: According to the preparation of 25, 4-methylpiperidine was used to afford 28 (0.8 g) as brown liquid; Reactants: COc1ccc2cc(Nc3cc(C)[nH]n3)nc(Cl)c2c1, OB(O)c1ccccc1F. Product: COc1ccc2cc(Nc3cc(C)[nH]n3)nc(-c3ccccc3F)c2c1. As a reaction SMILES: [Cl:1][c:2]1[n:3][c:4]([NH:14][c:15]2[n:16][nH:17][c:18]([CH3:20])[cH:19]2)[cH:5][c:6]2[cH:7][cH:8][c:9]([O:12][CH3:13])[cH:10][c:11]12.[F:21][c:22]1[c:23]([B:28]([OH:29])[OH:30])[cH:24][cH:25][cH:26][cH:27]1>>[c:2]1(-[c:23]2[c:22]([F:21])[cH:27][cH:26][cH:25][cH:24]2)[n:3][c:4]([NH:14][c:15]2[n:16][nH:17][c:18]([CH3:20])[cH:19]2)[cH:5][c:6]2[cH:7][cH:8][c:9]([O:12][CH3:13])[cH:10][c:11]12. Reactants: Cl.COC=1C=C(C=C(C1OC)OC)C=1NNC2=C(N1)C=CC=N2 (3-(3',4',5'-trimethoxyphenyl)-1,2-dihydropyrido[3,2-e]-as-triazine hydrochloride). The solvent is C(C)(=O)O (acetic acid). The product is Cl.COC=1C=C(C=C(C1OC)OC)C=1N(N(C2=C(N1)C=CC=N2)C(C)=O)C(C)=O (3-(3',4',5'-trimethoxyphenyl)-1,2-diacetyl-1,2-dihydropyrido[3,2-e]-as-triazine hydrochloride). As a reaction SMILES: [ClH:1].[CH3:2][O:3][C:4]1[CH:5]=[C:6]([C:14]2[NH:15][NH:16][C:17]3[N:23]=[CH:22][CH:21]=[CH:20][C:18]=3[N:19]=2)[CH:7]=[C:8]([O:12][CH3:13])[C:9]=1[O:10][CH3:11]>C(O)(=O)C>[ClH:1].[CH3:13][O:12][C:8]1[CH:7]=[C:6]([C:14]2[N:15]([C:8](=[O:12])[CH3:7])[N:16]([C:4](=[O:3])[CH3:9])[C:17]3[N:23]=[CH:22][CH:21]=[CH:20][C:18]=3[N:19]=2)[CH:5]=[C:4]([O:3][CH3:2])[C:9]=1[O:10][CH3:11] |f:0.1,3.4|. Procedure details: 12.0 g (0.032 mole) of 3-(3',4',5'-trimethoxyphenyl)-1,2-dihydropyrido[3,2-e]-as-triazine hydrochloride are boiled in 40 ml of glacial acetic acid for a short time. The reaction mixture is cooled and the separated product is filtered off. Starting materials: COC([C@H]1NCCC1)=O (L-proline methyl ester), C1(CCCCC1)N=C=NC1CCCCC1 (N,N'-dicyclohexylcarbodiimide), ice, OC=1C(=C(C(=O)O)C=CC1OC)[N+](=O)[O-] (3-hydroxy-4-methoxy-2-nitrobenzoic acid), ClCCl (dichloromethane). Solvent: CN(C)C=O (N,N'-dimethylformamide). Product: COC([C@H]1N(CCC1)C(C1=C(C(=C(C=C1)OC)O)[N+](=O)[O-])=O)=O (1-(3-hydroxy-4-methoxy-2-nitrobenzoyl)-L-proline methyl ester). Yield: 73.7%. As a reaction SMILES: [CH3:1][O:2][C:3](=[O:9])[C@@H:4]1[CH2:8][CH2:7][CH2:6][NH:5]1.C1(N=C=NC2CCCCC2)CCCCC1.[OH:25][C:26]1[C:27]([N+:37]([O-:39])=[O:38])=[C:28]([CH:32]=[CH:33][C:34]=1[O:35][CH3:36])[C:29](O)=[O:30].ClCCl>CN(C=O)C>[CH3:1][O:2][C:3](=[O:9])[C@@H:4]1[CH2:8][CH2:7][CH2:6][N:5]1[C:29](=[O:30])[C:28]1[CH:32]=[CH:33][C:34]([O:35][CH3:36])=[C:26]([OH:25])[C:27]=1[N+:37]([O-:39])=[O:38]. Procedure details: 6.5 g of L-proline methyl ester and 10.5 g of N,N'-dicyclohexylcarbodiimide were successively added to an ice-cooled and constantly stirred solution of 10.7 g of 3-hydroxy-4-methoxy-2-nitrobenzoic acid dissolved in a mixture consisting of 180 ml of dichloromethane and 15 ml of N,N'-dimethylformamide, and then the same treatment as in Example 1 was carried out. Thus, there was obtained 12 g of 1-(3-hydroxy-4-methoxy-2-nitrobenzoyl)-L-proline methyl ester as a yellow-colored prismatic crystal havi... Starting materials: C(C=C)OC(=O)N1[C@@H](C[C@H](C1)OS(=O)(=O)C)CCN1C=NC(=C1)CO[Si](C)(C)C(C)(C)C ((2R,4R)-1-allyloxycarbonyl-2-[2-{4-(t-butyldimethylsilyloxymethyl)imidazol-1-yl}ethyl]-4-methanesulfonyloxypyrrolidine), Cl (hydrochloric acid). Solvent: C(C)#N (acetonitrile). Conditions: time 2 hour. Yields the product C(C=C)OC(=O)N1[C@@H](C[C@H](C1)OS(=O)(=O)C)CCN1C=NC(=C1)CO ((2R,4R)-1-allyloxycarbonyl-2-[2-(4-hydroxymethylimidazol-1-yl) ethyl]-4-methanesulfonyloxypyrrolidine). Isolated yield 33.2%. RXN SMILES: [CH2:1]([O:4][C:5]([N:7]1[CH2:11][C@H:10]([O:12][S:13]([CH3:16])(=[O:15])=[O:14])[CH2:9][C@H:8]1[CH2:17][CH2:18][N:19]1[CH:23]=[C:22]([CH2:24][O:25][Si](C(C)(C)C)(C)C)[N:21]=[CH:20]1)=[O:6])[CH:2]=[CH2:3].Cl>C(#N)C>[CH2:1]([O:4][C:5]([N:7]1[CH2:11][C@H:10]([O:12][S:13]([CH3:16])(=[O:14])=[O:15])[CH2:9][C@H:8]1[CH2:17][CH2:18][N:19]1[CH:23]=[C:22]([CH2:24][OH:25])[N:21]=[CH:20]1)=[O:6])[CH:2]=[CH2:3]. Procedure: To a solution of (2R,4R)-1-allyloxycarbonyl-2-[2-{4-(t-butyldimethylsilyloxymethyl)imidazol-1-yl}ethyl]-4-methanesulfonyloxypyrrolidine (23.7 g) in acetonitrile (120 ml) was added concentrated hydrochloric acid (12 ml) dropwise under cooling in an ice-bath. After stirring at the same temperature for 2 hours, the mixture was quenched by the addition of a solution of sodium methoxide in methanol (28% W/W, 27.8 g) then ethyl acetate (240 ml) was added. The precipitate was filtered off and the filtr... Reaction SMILES: [CH2:1]([N:6]([CH2:14][CH2:15][CH2:16][CH2:17][C:18]1[CH:23]=[CH:22][CH:21]=[CH:20][CH:19]=1)[CH2:7][CH2:8][CH2:9][CH2:10][CH2:11][CH2:12][CH3:13])[CH2:2][CH2:3][CH2:4][CH3:5].[CH3:24][Br:25]>>[Br-:25].[CH2:7]([N+:6]([CH2:14][CH2:15][CH2:16][CH2:17][C:18]1[CH:19]=[CH:20][CH:21]=[CH:22][CH:23]=1)([CH3:24])[CH2:1][CH2:2][CH2:3][CH2:4][CH3:5])[CH2:8][CH2:9][CH2:10][CH2:11][CH2:12][CH3:13] |f:2.3|. Reported procedure: Following the procedure set forth in Example 31, N-n-pentyl-N-n-heptyl-4-phenylbutylamine prepared according to Example 30 was reacted with methyl bromide to provide N-n-heptyl-N-methyl-N-n-pentyl-4-phenylbutylammonium bromide. M.P. 55°-57° C. Starting materials: C(CCCC)N(CCCCCCC)CCCCC1=CC=CC=C1 (N-n-pentyl-N-n-heptyl-4-phenylbutylamine), CBr (methyl bromide). Product: [Br-].C(CCCCCC)[N+](CCCCC)(C)CCCCC1=CC=CC=C1 (N-n-heptyl-N-methyl-N-n-pentyl-4-phenylbutylammonium bromide). The solvent is C(C)O (ethanol). Reported procedure: 6.5 g of N-(3,7,11,15-tetramethyl-2,6,10,14-hexadecatetraenoyl)-ethanolamine obtained in Example 1 was hydrogenated in the presence of a catalyst composed of palladium on carbon in 40 ml of ethanol. The ethanol layer was then separated from the catalyst and the solvent was distilled off to afford 6.7 g (yield 94%) of the title compound as a colorless oil. Isolated yield 100.7%. Product: CC(CC(=O)NCCO)CCCC(CCCC(CCCC(C)C)C)C (N-(3,7,11,15-Tetramethyl-hexadecanoyl)-ethanolamine). Reactants: CC(=CC(=O)NCCO)CCC=C(CCC=C(CCC=C(C)C)C)C (N-(3,7,11,15-Tetramethyl-2,6,10,14-hexadecatetraenoyl)-ethanolamine). Reaction SMILES: [CH3:1][C:2]([CH2:10][CH2:11][CH:12]=[C:13]([CH3:25])[CH2:14][CH2:15][CH:16]=[C:17]([CH3:24])[CH2:18][CH2:19][CH:20]=[C:21]([CH3:23])[CH3:22])=[CH:3][C:4]([NH:6][CH2:7][CH2:8][OH:9])=[O:5]>[Pd].C(O)C>[CH3:1][CH:2]([CH2:10][CH2:11][CH2:12][CH:13]([CH3:25])[CH2:14][CH2:15][CH2:16][CH:17]([CH3:24])[CH2:18][CH2:19][CH2:20][CH:21]([CH3:23])[CH3:22])[CH2:3][C:4]([NH:6][CH2:7][CH2:8][OH:9])=[O:5]. The reagents and catalysts are [Pd] (palladium on carbon).